The task is: describe an organic reaction: reactants, conditions, products, and yield. This data is from the Open Reaction Database (ORD), a public repository of structured organic reaction records. The reactants are COc1ccc([N+](=O)[O-])c(NC(=O)OC(C)(C)C)c1, COS(=O)(=O)OC, CN(C)C=O, [H-], [Na+], O. Product: COc1ccc([N+](=O)[O-])c(N(C)C(=O)OC(C)(C)C)c1. As a reaction SMILES: [C:1]([CH3:2])([CH3:3])([CH3:4])[O:5][C:6]([NH:7][c:8]1[c:9]([N+:16](=[O:17])[O-:18])[cH:10][cH:11][c:12]([O:14][CH3:15])[cH:13]1)=[O:19].[CH3:22][O:23][S:24]([O:25][CH3:26])(=[O:27])=[O:28].[CH3:30][N:31]([CH3:32])[CH:33]=[O:34].[H-:20].[Na+:21].[OH2:29]>>[C:1]([CH3:2])([CH3:3])([CH3:4])[O:5][C:6]([N:7]([c:8]1[c:9]([N+:16](=[O:17])[O-:18])[cH:10][cH:11][c:12]([O:14][CH3:15])[cH:13]1)[CH3:22])=[O:19]. The reactants are O([C@H]1[C@H](O)[C@@H](O)[C@@H](O)[C@H](O1)CO)[C@@H]1[C@H]([C@@H](O)O[C@@H]([C@@H]1O)CO)NC(=O)C (Galβ1-3GalNAcα), OP(=O)(O)[O-].[K+] (KH2PO4), C1=CN(C(=O)NC1=O)[C@H]2[C@@H]([C@@H]([C@H](O2)COP(=O)(O)OP(=O)(O)O[C@@H]3[C@@H]([C@H]([C@H]([C@H](O3)CO)O)O)O)O)O (UDP-Gal), O=C[C@H](O)[C@@H](O)[C@@H](O)[C@H](O)CO (galactose), CC(=O)N[C@@H]1[C@H]([C@@H]([C@H](O[C@@H]1OP(=O)(O)OP(=O)(O)OC[C@@H]2[C@H]([C@H]([C@@H](O2)N3C=CC(=O)NC3=O)O)O)CO)O)O (UDP-GlcNAc), C1=CN(C(=O)NC1=O)[C@H]2[C@@H]([C@@H]([C@H](O2)COP(=O)(O)OP(=O)(O)O)O)O (UDP), C1[C@@H]2[C@H]([C@H]([C@@H](O2)N3C4=C(C(=NC=N4)N)N=C3Br)O)OP(=O)(O1)O (8-bromo-cAMP), C1=CN(C(=O)NC1=O)[C@H]2[C@@H]([C@@H]([C@H](O2)COP(=O)(O)OP(=O)(O)O)O)O (UDP), CCCCCCCCCCCCCC(=O)O[C@@H]1[C@H]([C@]2([C@@H](C=C(C[C@]3([C@H]2C=C(C3=O)C)O)CO)[C@H]4[C@@]1(C4(C)C)OC(=O)C)O)C (phorbol 12-myristate 13-acetate), CCCC(=O)NC1=NC=NC2=C1N=CN2[C@H]3[C@@H]([C@H]4[C@H](O3)COP(=O)(O4)O)OC(=O)CCC (dibutyryl cAMP), O[C@@H]1[C@@H]([C@@H](O)[C@@H](O)[C@H](O1)CO)NC(=O)C (GalNAcα), C=1C=C2C=NC=CC2=C(C1)S(=O)(=O)NCCNC(=N)N (H-1004), CCC(CC)COC(C1=CC=CC=C1)(C2=CC=CC=C2)C(=O)N(C)CC[NH+](C)C.[Cl-] (X-100). The solvent is C(C)#N (acetonitrile). Yields the product C(C)(=O)N[C@H]1C(O)O[C@@H]([C@H]([C@@H]1O)O)CO (N-acetylglucosamine). Reaction SMILES: [O:1]([C@H:13]1[C@@H:19]([OH:20])[C@@H:18]([CH2:21][OH:22])[O:17][C@H:15]([OH:16])[C@@H:14]1[NH:23][C:24]([CH3:26])=[O:25])[C@@H]1O[C@H](CO)[C@H](O)[C@H](O)[C@H]1O.O[C@H]1O[C@H](CO)[C@H](O)[C@H](O)[C@H]1NC(C)=O.C1C=C2C(=C(S(NCCNC(N)=N)(=O)=O)C=1)C=CN=C2.C1C(=O)NC(=O)N([C@@H]2O[C@H](COP(OP(O[C@H]3O[C@H](CO)[C@H](O)[C@H](O)[C@H]3O)(O)=O)(O)=O)[C@@H](O)[C@H]2O)C=1.CC(N[C@H]1[C@@H](OP(OP(OC[C@H]2O[C@@H](N3C(=O)NC(=O)C=C3)[C@H](O)[C@@H]2O)(O)=O)(O)=O)O[C@H](CO)[C@@H](O)[C@@H]1O)=O.CCC(COC(C(N(CC[NH+](C)C)C)=O)(C1C=CC=CC=1)C1C=CC=CC=1)CC.[Cl-].CCCC(NC1C2N=CN([C@@H]3O[C@@H]4COP(O)(O[C@H]4[C@H]3OC(CCC)=O)=O)C=2N=CN=1)=O.C1OP(O)(=O)O[C@H]2[C@@H](O)[C@H](N3C(Br)=NC4C(N)=NC=NC3=4)O[C@H]12.CCCCCCCCCCCCCC(O[C@H]1[C@@]2(OC(C)=O)C(C)(C)[C@H]2[C@@H]2C=C(CO)C[C@]3(O)C(=O)C(C)=C[C@H]3[C@@]2(O)[C@@H]1C)=O.OP([O-])(O)=O.[K+].C1C(=O)NC(=O)N([C@@H]2O[C@H](COP(OP(O)(O)=O)(O)=O)[C@@H](O)[C@H]2O)C=1.O=C[C@@H]([C@H]([C@H]([C@@H](CO)O)O)O)O>C(#N)C>[C:24]([NH:23][C@@H:14]1[C@@H:13]([OH:1])[C@H:19]([OH:20])[C@@H:18]([CH2:21][OH:22])[O:17][CH:15]1[OH:16])(=[O:25])[CH3:26] |f:5.6,10.11|. Reported procedure: Galβ1-3GalNAcα-pNp and GalNAcα-pNp, H-7, H-8 and H-1004 were purchased from Toronto Research Chemicals, Toronto, Canada, UDP-Gal, UDP-GlcNAc, bovine milk β1-4Gal-T (defined as 5-15 units/mg in the presence of lactalbumin), buffer salts and Triton X-100, cholera toxin, dibutyryl cAMP, 8-bromo-cAMP and phorbol 12-myristate 13-acetate (PMA) and TDA were obtained from Sigma. HPLC grade KH2PO4 and acetonitrile were obtained from Fisher Scientific. UDP-6- 3H!-galactose (18.9 Ci/mmol) and UDP-6- 3H!-N-...